The task is: describe an organic reaction: reactants, conditions, products, and yield. This data is from the Open Reaction Database (ORD), a public repository of structured organic reaction records. The reactants are C1COCCO1, Cl, CC(C)C(=O)Nc1cc(C2CCN(C(=O)OC(C)(C)C)CC2)c(F)cc1F. The product is CC(C)C(=O)Nc1cc(C2CCNCC2)c(F)cc1F. Reaction SMILES: [CH2:29]1[O:30][CH2:31][CH2:32][O:33][CH2:34]1.[ClH:28].[F:1][c:2]1[c:3]([CH:15]2[CH2:16][CH2:17][N:18]([C:21]([O:22][C:23]([CH3:24])([CH3:25])[CH3:26])=[O:27])[CH2:19][CH2:20]2)[cH:4][c:5]([NH:9][C:10]([CH:11]([CH3:12])[CH3:13])=[O:14])[c:6]([F:8])[cH:7]1>>[F:1][c:2]1[c:3]([CH:15]2[CH2:16][CH2:17][NH:18][CH2:19][CH2:20]2)[cH:4][c:5]([NH:9][C:10]([CH:11]([CH3:12])[CH3:13])=[O:14])[c:6]([F:8])[cH:7]1. The reactants are N[C@H]1[C@@H](C(OC2=C1C=C(C=C2)C#N)(C)C)O (Trans-4-amino-6-cyano-3,4-dihydro-2,2-dimethyl-2H-1-benzopyran-3-ol), C(=O)O (formic acid), N1=CC=CC=C1 (pyridine), O (water). Reported procedure: Trans-4-amino-6-cyano-3,4-dihydro-2,2-dimethyl-2H-1-benzopyran-3-ol *(0.90 g) was heated under reflux in formic acid (15 ml) and pyridine (1 ml) during 19 hr. The cooled solutions was poured into water and extracted with ethyl acetate. The organic layer was washed with water and dried over anhydrous magnesium sulphate. Filtration and evaporation left an orange coloured oil which was chromatographed (chromatotron, ethyl acetate-pentane gradient elution on 2 mm silica gel, flow rate 9 ml/min) to g... As a reaction SMILES: [NH2:1][C@@H:2]1[C:7]2[CH:8]=[C:9]([C:12]#[N:13])[CH:10]=[CH:11][C:6]=2[O:5][C:4]([CH3:15])([CH3:14])[C@H:3]1[OH:16].N1C=CC=C[CH:18]=1.[OH2:23].[CH:24]([OH:26])=O>>[CH:18]([O:16][C@H:3]1[C@H:2]([NH:1][CH:24]=[O:26])[C:7]2[CH:8]=[C:9]([C:12]#[N:13])[CH:10]=[CH:11][C:6]=2[O:5][C:4]1([CH3:14])[CH3:15])=[O:23]. Product: C(=O)O[C@@H]1C(OC2=C([C@H]1NC=O)C=C(C=C2)C#N)(C)C (Trans-6-cyano-4-formylamino-3,4-dihydro-2,2-dimethyl-2H-1-benzopyran-3-yl formate). Starting materials: [OH-].[Na+] (sodium hydroxide), C(C)OC(=O)[C@H]1CN(CCC1)CCOCCN1C2=C(CCC3=C1C=C(C=C3)Cl)C=CC(=C2)Cl ((R)-N-(2-(2-(3,7-dichloro-10,11-dihydro-5H-dibenz[b,f]-azepin-5-yl)ethoxy)ethyl)-3-piperidinecarboxylic acid ethyl ester), Cl (hydrochloric acid). Solvent: C(C)O (ethanol). Conditions: time 3 hour. The product is Cl.ClC=1C=CC2=C(N(C3=C(CC2)C=CC(=C3)Cl)CCOCCN3C[C@@H](CCC3)C(=O)O)C1 ((R)-N-(2-(2-(3,7-Dichloro-10,11-dihydro-5H-dibenz[b,f]azepin-5-yl)ethoxy)ethyl)-3-piperidinecarboxylic acid hydrochloride). RXN SMILES: C([O:3][C:4]([C@@H:6]1[CH2:11][CH2:10][CH2:9][N:8]([CH2:12][CH2:13][O:14][CH2:15][CH2:16][N:17]2[C:23]3[CH:24]=[C:25]([Cl:28])[CH:26]=[CH:27][C:22]=3[CH2:21][CH2:20][C:19]3[CH:29]=[CH:30][C:31]([Cl:33])=[CH:32][C:18]2=3)[CH2:7]1)=[O:5])C.[OH-].[Na+].Cl>C(O)C>[ClH:28].[Cl:28][C:25]1[CH:26]=[CH:27][C:22]2[CH2:21][CH2:20][C:19]3[CH:29]=[CH:30][C:31]([Cl:33])=[CH:32][C:18]=3[N:17]([CH2:16][CH2:15][O:14][CH2:13][CH2:12][N:8]3[CH2:9][CH2:10][CH2:11][C@@H:6]([C:4]([OH:5])=[O:3])[CH2:7]3)[C:23]=2[CH:24]=1 |f:1.2,5.6|. Procedure details: The above ester (1.5 g, 3.1 mmol) was dissolved in ethanol (20 ml). A 4 N aqueous sodium hydroxide solution (2.3 ml) was added and the mixture was stirred at ambient temperature for 3 h. A concentrated aqueous hydrochloric acid solution (3 ml) was added until pH 1 and the mixture was extracted with dichloromethane (300 ml). The phases were separated and the organic phase was washed with water (10 ml) and dried over magnesium sulphate. The solvent was evaporated in vacuo and the residue re-evapor... Starting materials: BrCC1=C(C(N=C(N1)C=1SC=CN1)C1=C(C=C(C=C1)Cl)Cl)C(=O)OCC (Ethyl 6-(bromomethyl)-4-(2,4-dichlorophenyl)-2-(thiazol-2-yl)-1,4-dihydropyrimidine-5-carboxylate), C(C)(C)NC(=O)C1NCCOC1 (N-isopropylmorpholine-3-carboxamide). The product is ClC1=C(C=CC(=C1)Cl)C1N=C(NC(=C1C(=O)OCC)CN1C(COCC1)C(NC(C)C)=O)C=1SC=CN1 (Ethyl 4-(2,4-dichlorophenyl)-6-((3-(isopropylcarbamoyl)morpholino)methyl)-2-(thiazol-2-yl)-1,4-dihydropyrimidine-5-carboxylate). Isolated yield 29.4%. As a reaction SMILES: Br[CH2:2][C:3]1[NH:8][C:7]([C:9]2[S:10][CH:11]=[CH:12][N:13]=2)=[N:6][CH:5]([C:14]2[CH:19]=[CH:18][C:17]([Cl:20])=[CH:16][C:15]=2[Cl:21])[C:4]=1[C:22]([O:24][CH2:25][CH3:26])=[O:23].[CH:27]([NH:30][C:31]([CH:33]1[CH2:38][O:37][CH2:36][CH2:35][NH:34]1)=[O:32])([CH3:29])[CH3:28]>>[Cl:21][C:15]1[CH:16]=[C:17]([Cl:20])[CH:18]=[CH:19][C:14]=1[CH:5]1[C:4]([C:22]([O:24][CH2:25][CH3:26])=[O:23])=[C:3]([CH2:2][N:34]2[CH2:35][CH2:36][O:37][CH2:38][CH:33]2[C:31](=[O:32])[NH:30][CH:27]([CH3:28])[CH3:29])[NH:8][C:7]([C:9]2[S:10][CH:11]=[CH:12][N:13]=2)=[N:6]1. Procedure details: Ethyl 6-(bromomethyl)-4-(2,4-dichlorophenyl)-2-(thiazol-2-yl)-1,4-dihydropyrimidine-5-carboxylate (0.57 g, 1.2 mmol) was reacted with N-isopropylmorpholine-3-carboxamide (0.21 g, 1.2 mmol) according to the procedure as described in Example 24 to give the title compound as a yellow solid (0.2 g, 30%). The compound was characterized by the following spectroscopic data: Reactants: mixture, C1(=CC=CC=C1)C.C(C)(=O)OCC (toluene ethyl acetate), C1(=CC=CC=C1)C(C1=CC=CC=C1)OC(\C(=C(\C)/N1CCCC1)\N1C(C(C1SS(=O)(=O)C1=CC=C(C=C1)C)NC(COC1=CC=CC=C1)=O)=O)=O (2-[4-(p-toluenesulphonylthio)-3-phenoxyacetamido-2-oxoazetidin-1-yl]-3-(1-pyrrolidinyl)-crotonic acid diphenylmethyl ester), isocrotonic acid ester. The solvent is C(C)#N (acetonitrile). Run at time 2 hour. Yields the product C1(=CC=CC=C1)C(C1=CC=CC=C1)OC(=O)[C@H]1C(CS[C@H]2N1C([C@H]2NC(COC2=CC=CC=C2)=O)=O)O (3-hydroxy-7β-phenoxyacetylamino-cepham-4α-carboxylic acid diphenylmethyl ester). As a reaction SMILES: [C:1]1([CH:7]([O:14][C:15](=[O:51])/[C:16](/[N:24]2[CH:27]([S:28]S(C3C=CC(C)=CC=3)(=O)=O)[CH:26]([NH:39][C:40](=[O:49])[CH2:41][O:42][C:43]3[CH:48]=[CH:47][CH:46]=[CH:45][CH:44]=3)[C:25]2=[O:50])=[C:17](\N2CCCC2)/[CH3:18])[C:8]2[CH:13]=[CH:12][CH:11]=[CH:10][CH:9]=2)[CH:6]=[CH:5][CH:4]=[CH:3][CH:2]=1.C1(C)C=CC=CC=1.C(OCC)(=[O:61])C>C(#N)C>[C:1]1([CH:7]([O:14][C:15]([C@@H:16]2[N:24]3[C:25](=[O:50])[C@@H:26]([NH:39][C:40](=[O:49])[CH2:41][O:42][C:43]4[CH:48]=[CH:47][CH:46]=[CH:45][CH:44]=4)[C@H:27]3[S:28][CH2:18][CH:17]2[OH:61])=[O:51])[C:8]2[CH:13]=[CH:12][CH:11]=[CH:10][CH:9]=2)[CH:6]=[CH:5][CH:4]=[CH:3][CH:2]=1 |f:1.2|. Reported procedure: A solution of 139.32 g (160 mmol) of a mixture consisting of the 2-[4-(p-toluenesulphonylthio)-3-phenoxyacetamido-2-oxoazetidin-1-yl]-3-(1-pyrrolidinyl)-crotonic acid diphenylmethyl ester and the corresponding isocrotonic acid ester in 1350 ml of dry acetonitrile is heated at 80° for approximately 6 hours under nitrogen until it is no longer possible to detect any starting material by thin layer-chromatography (silica gel; toluene/ethyl acetate 1:1). The heating bath is removed, the reaction mix... The reactants are C(=O)(C(F)(F)F)O (TFA), C1(CCCC1)N1C2=C(C3=C1N=C(N=C3)N)C=CN=C2 (9-Cyclopentyl-9H-pyrido[4′,3′:4,5]pyrrolo[2,3-d]pyrimidin-2-amine), ClC1=CC=C(C=N1)C(=O)N1CCC(CC1)N(C)C ((6-Chloropyridin-3-yl)(4-(dimethylamino)piperidin-1-yl)methanone). Yields the product C1(CCCC1)N1C2=C(C3=C1N=C(N=C3)NC3=NC=C(C=C3)C(=O)N3CCC(CC3)N(C)C)C=CN=C2 (9-Cyclopentyl-N-(5-((4-(dimethylamino)-1-piperidinyl)carbonyl)-2-pyridinyl)-9H-pyrido[4′,3′:4,5]pyrrolo[2,3-d]pyrimidin-2-amine). RXN SMILES: C(O)(C(F)(F)F)=O.[CH:8]1([N:13]2[C:17]3[N:18]=[C:19]([NH2:22])[N:20]=[CH:21][C:16]=3[C:15]3[CH:23]=[CH:24][N:25]=[CH:26][C:14]2=3)[CH2:12][CH2:11][CH2:10][CH2:9]1.Cl[C:28]1[N:33]=[CH:32][C:31]([C:34]([N:36]2[CH2:41][CH2:40][CH:39]([N:42]([CH3:44])[CH3:43])[CH2:38][CH2:37]2)=[O:35])=[CH:30][CH:29]=1>>[CH:8]1([N:13]2[C:17]3[N:18]=[C:19]([NH:22][C:28]4[CH:29]=[CH:30][C:31]([C:34]([N:36]5[CH2:37][CH2:38][CH:39]([N:42]([CH3:44])[CH3:43])[CH2:40][CH2:41]5)=[O:35])=[CH:32][N:33]=4)[N:20]=[CH:21][C:16]=3[C:15]3[CH:23]=[CH:24][N:25]=[CH:26][C:14]2=3)[CH2:9][CH2:10][CH2:11][CH2:12]1. Reported procedure: Compound 364 was prepared as a light yellow solid (TFA salt) from compound 4 and compound 365 using chemistry similar to that described in example 200. 1H NMR (500 MHz, CD3OD) δ ppm 9.57 (1 H, s), 9.27 (1 H, s), 8.56-8.64 (2 H, m), 8.51 (1 H, d, J=1.7 Hz), 8.44 (1 H, d, J=8.8 Hz), 8.02 (1 H, dd, J=8.7, 2.3 Hz), 5.47 (1 H, quin, J=8.9 Hz), 3.49-3.60 (1 H, m, J=12.0, 12.0, 3.8, 3.7 Hz), 2.91 (6 H, s), 2.48-2.61 (2 H, m), 2.02-2.34 (6 H, m), 1.85-1.98 (2 H, m), 1.70-1.85 (2 H, m, J=12.3, 12.3, 12.2... Starting materials: ClC1=CC=C(CN2CCNCC2)C=C1 (1-(4-chlorobenzyl)piperazine), C([O-])([O-])=O.[K+].[K+] (potassium carbonate), ClCCO (2-chloroethanol). Run in CC(CC)=O (butanone). The product is ClC1=CC=C(CN2CCN(CC2)CCCl)C=C1 (1-(4-Chlorobenzyl)-4-(2-chloroethyl)piperazine). Isolated yield 32.0%. As a reaction SMILES: [Cl:1][C:2]1[CH:14]=[CH:13][C:5]([CH2:6][N:7]2[CH2:12][CH2:11][NH:10][CH2:9][CH2:8]2)=[CH:4][CH:3]=1.C(=O)([O-])[O-].[K+].[K+].[Cl:21][CH2:22][CH2:23]O>CC(=O)CC>[Cl:1][C:2]1[CH:14]=[CH:13][C:5]([CH2:6][N:7]2[CH2:12][CH2:11][N:10]([CH2:23][CH2:22][Cl:21])[CH2:9][CH2:8]2)=[CH:4][CH:3]=1 |f:1.2.3|. Reported procedure: A mixture of 1-(4-chlorobenzyl)piperazine (21.05 g; 0.1 mole), anhydrous potassium carbonate (20.7 g; 0.15 mole) and 2-chloroethanol (8.85 g; 0.11 mole) in butanone (270 ml) was stirred at reflux for 61/2 hr, cooled, and the solvent removed in vacuo. Chromatography of the residue on silica eluting with chloroform gave 8.74 g (34%) of the title compound as an oil, νmax (film) 3350, 2910, 2800, 1595 cm-1 ; (Found; C, 61.48; H, 7.96; N, 10.13; C13H19N2ClO requires; C, 61.28; H, 7.52; N, 11.00%). Reactants: CCOC(=O)CC(=O)O, NC1C(=O)N(CCOCc2ccccc2)c2ccccc2-c2ccccc21. Yields the product CCOC(=O)CC(=O)NC1C(=O)N(CCOCc2ccccc2)c2ccccc2-c2ccccc21. Reaction SMILES: [CH2:28]([CH3:29])[O:30][C:31]([CH2:32][C:33](=[O:34])[OH:35])=[O:36].[NH2:1][CH:2]1[c:3]2[c:4]([cH:24][cH:25][cH:26][cH:27]2)-[c:5]2[c:6]([cH:20][cH:21][cH:22][cH:23]2)[N:7]([CH2:10][CH2:11][O:12][CH2:13][c:14]2[cH:15][cH:16][cH:17][cH:18][cH:19]2)[C:8]1=[O:9]>>[NH:1]([CH:2]1[c:3]2[c:4]([cH:24][cH:25][cH:26][cH:27]2)-[c:5]2[c:6]([cH:20][cH:21][cH:22][cH:23]2)[N:7]([CH2:10][CH2:11][O:12][CH2:13][c:14]2[cH:15][cH:16][cH:17][cH:18][cH:19]2)[C:8]1=[O:9])[C:33]([CH2:32][C:31]([O:30][CH2:28][CH3:29])=[O:36])=[O:34].